This data is from the Open Reaction Database (ORD), a public repository of structured organic reaction records. The task is: describe an organic reaction: reactants, conditions, products, and yield The reactants are ClCC(=O)CCl (1,3-dichloroacetone), C(CCC)NC(=N)NC(=S)N ((N-n-butylamidino)thiourea). The solvent is CC(=O)C (acetone), CC(=O)C (acetone). Run at time 3 day. Yields the product Cl.C(CCC)N=C(NC=1SC=C(N1)CCl)N (2-(2-n-butylguanidino)-4-chloromethylthiazole hydrochloride). As a reaction SMILES: [Cl:1][CH2:2][C:3]([CH2:5]Cl)=O.[CH2:7]([NH:11][C:12]([NH:14][C:15]([NH2:17])=[S:16])=[NH:13])[CH2:8][CH2:9][CH3:10]>CC(C)=O>[ClH:1].[CH2:7]([N:11]=[C:12]([NH2:13])[NH:14][C:15]1[S:16][CH:5]=[C:3]([CH2:2][Cl:1])[N:17]=1)[CH2:8][CH2:9][CH3:10] |f:3.4|. Procedure: A solution of 1,3-dichloroacetone (3.02 g.) in acetone (10 ml.) was added to a stirred suspension of (N-n-butylamidino)thiourea (4.04 g.) in acetone (25 ml.) at room temperature. The resulting clear pale yellow solution was stirred for three days, then cooled in ice, and the precipitated solid filtered off and washed with acetone to give 2-(2-n-butylguanidino)-4-chloromethylthiazole hydrochloride. Starting materials: P(=O)(Cl)(Cl)Cl (phosphorus oxychloride), C(C)(=O)OC1=C(C(=O)O)C=C(C=C1)Br (2-acetoxy-5-bromobenzoic acid), NC=1SC(=C(N1)C(C)(C)C)N1CCCCC1 (2-amino-4-[(1,1-dimethyl)ethyl]-5-piperidinothiazole), Cl (hydrochloric acid). Run in O1CCCC1 (tetrahydrofuran), N1=CC=CC=C1 (pyridine). Run at time 2 hour. Yields the product C(C)(=O)OC1=C(C(=O)NC=2SC(=C(N2)C(C)(C)C)N2CCCCC2)C=C(C=C1)Br (2-Acetoxy-5-bromo-N-{4-[(1,1-dimethyl)ethyl]-5-piperidinothiazol-2-yl}benzamide). Isolated yield 51.6%. RXN SMILES: P(Cl)(Cl)(Cl)=O.[C:6]([O:9][C:10]1[CH:18]=[CH:17][C:16]([Br:19])=[CH:15][C:11]=1[C:12]([OH:14])=O)(=[O:8])[CH3:7].[NH2:20][C:21]1[S:22][C:23]([N:30]2[CH2:35][CH2:34][CH2:33][CH2:32][CH2:31]2)=[C:24]([C:26]([CH3:29])([CH3:28])[CH3:27])[N:25]=1.Cl>O1CCCC1.N1C=CC=CC=1>[C:6]([O:9][C:10]1[CH:18]=[CH:17][C:16]([Br:19])=[CH:15][C:11]=1[C:12]([NH:20][C:21]1[S:22][C:23]([N:30]2[CH2:35][CH2:34][CH2:33][CH2:32][CH2:31]2)=[C:24]([C:26]([CH3:29])([CH3:27])[CH3:28])[N:25]=1)=[O:14])(=[O:8])[CH3:7]. Reported procedure: Under argon atmosphere, phosphorus oxychloride (46 μl, 0.50 mmol) was added to a mixture of 2-acetoxy-5-bromobenzoic acid (90.3 mg, 0.35 mmol), 2-amino-4-[(1,1-dimethyl)ethyl]-5-piperidinothiazole (80.7 mg, 0.34 mmol), pyridine (0.1 mL) and tetrahydrofuran (3 mL), and the mixture was stirred at room temperature for 2 hours. The reaction mixture was poured into 2N hydrochloric acid and extracted with ethyl acetate. After the organic layer was washed with water and brine, dried over anhydrous sodi... The reactants are C12(CC3CC(CC(C1)C3)C2)CO (adamantan-1-ylmethanol), COC1=CC=C(C=C1)CCO (2-(4-methoxyphenyl)ethanol), ClC=1C(=CC(=C(C(=O)NS(=O)(=O)C)C1)F)F (5-chloro-2,4-difluoro-N-(methylsulfonyl)benzamide), ClC=1C(=CC(=C(C(=O)NS(N(C)C)(=O)=O)C1)F)F (5-chloro-N—(N,N-dimethylsulfamoyl)-2,4-difluorobenzamide). Yields the product ClC=1C(=CC(=C(C(=O)NS(N(C)C)(=O)=O)C1)F)OCCC1=CC=C(C=C1)OC (5-chloro-N—(N,N-dimethylsulfamoyl)-2-fluoro-4-(4-methoxyphenethoxy)benzamide), solid. The yield is 39.0%. RXN SMILES: ClC1C(F)=CC(F)=C(C=1)C(NS(C)(=O)=O)=O.[Cl:17][C:18]1[C:19](F)=[CH:20][C:21]([F:33])=[C:22]([CH:32]=1)[C:23]([NH:25][S:26](=[O:31])(=[O:30])[N:27]([CH3:29])[CH3:28])=[O:24].C12(CO)CC3CC(CC(C3)C1)C2.[CH3:47][O:48][C:49]1[CH:54]=[CH:53][C:52]([CH2:55][CH2:56][OH:57])=[CH:51][CH:50]=1>>[Cl:17][C:18]1[C:19]([O:57][CH2:56][CH2:55][C:52]2[CH:53]=[CH:54][C:49]([O:48][CH3:47])=[CH:50][CH:51]=2)=[CH:20][C:21]([F:33])=[C:22]([CH:32]=1)[C:23]([NH:25][S:26](=[O:31])(=[O:30])[N:27]([CH3:29])[CH3:28])=[O:24]. Reported procedure: Following the procedure as described in Example 8 and making variations as required to replace 5-chloro-2,4-difluoro-N-(methylsulfonyl)benzamide with 5-chloro-N—(N,N-dimethylsulfamoyl)-2,4-difluorobenzamide and adamantan-1-ylmethanol with 2-(4-methoxyphenyl)ethanol, the title compound was obtained as a colorless solid (0.17 g, 39%): 1H NMR (300 MHz, DMSO-d6) δ 11.75 (s, 1H), 7.72 (d, J=7.4 Hz, 1H), 7.29-7.23 (m, 3H), 6.90-6.85 (m, 2H), 4.30 (t, J=6.8 Hz, 2H), 3.72 (s, 3H), 3.01 (t, J=6.8 Hz, 2H)... Starting materials: C(=O)(OC(C)(C)C)N[C@@H]([C@@H](C)O[Si](C)(C)C(C)(C)C)C#C ((2R,3R)-N-Boc-3-amino-2-(-tert-butyldimethylsilyloxy)-pent-4-yne), [H-].[Na+] (NaH), CCOCC (Et2O). Run in C1CCOC1 (THF), hexanes. The product is C(=O)(OC(C)(C)C)N(C)[C@@H]([C@@H](C)O[Si](C)(C)C(C)(C)C)C#C ((2R,3R)-3-(N-Boc-N-methylamino)-2-(-tert-butyldimethylsilyloxy)-pent-4-yne). RXN SMILES: [C:1]([NH:8][C@H:9]([C:20]#[CH:21])[C@H:10]([O:12][Si:13]([C:16]([CH3:19])([CH3:18])[CH3:17])([CH3:15])[CH3:14])[CH3:11])([O:3][C:4]([CH3:7])([CH3:6])[CH3:5])=[O:2].[H-].[Na+].[CH3:24]COCC>C1COCC1>[C:1]([N:8]([C@H:9]([C:20]#[CH:21])[C@H:10]([O:12][Si:13]([C:16]([CH3:19])([CH3:18])[CH3:17])([CH3:14])[CH3:15])[CH3:11])[CH3:24])([O:3][C:4]([CH3:7])([CH3:5])[CH3:6])=[O:2] |f:1.2|. Procedure details: (2R,3R)-3-(N-Boc-N-methylamino)-2-(-tert-butyldimethylsilyloxy)-pent-4-yne was synthesized according to Method Y above by the treatment of (2R,3R)-N-Boc-3-amino-2-(-tert-butyldimethylsilyloxy)-pent-4-yne (400 mg, 1.27 mmol) (Example 117B) with NaH (36 mg, 1.52 mmol) and Mel (360 mg, 2.54 mmol) in THF (30 mL). The product was obtained after silica gel column chromatography with a 0-10% Et2O in hexanes gradient. (Yield 370 mg, 89%).